From a dataset of the Open Reaction Database (ORD), a public repository of structured organic reaction records. describe an organic reaction: reactants, conditions, products, and yield Reactants: CC(=O)OC(C)=O, CN(O)C(=O)c1ccc(CCCCc2ccncc2)cc1, c1ccncc1. Product: CC(=O)ON(C)C(=O)c1ccc(CCCCc2ccncc2)cc1. RXN SMILES: [CH3:22][C:23](=[O:24])[O:25][C:26](=[O:27])[CH3:28].[OH:1][N:2]([C:3]([c:4]1[cH:5][cH:6][c:7]([CH2:10][CH2:11][CH2:12][CH2:13][c:14]2[cH:15][cH:16][n:17][cH:18][cH:19]2)[cH:8][cH:9]1)=[O:20])[CH3:21].[cH:29]1[cH:30][cH:31][n:32][cH:33][cH:34]1>>[O:1]([N:2]([C:3]([c:4]1[cH:5][cH:6][c:7]([CH2:10][CH2:11][CH2:12][CH2:13][c:14]2[cH:15][cH:16][n:17][cH:18][cH:19]2)[cH:8][cH:9]1)=[O:20])[CH3:21])[C:23]([CH3:22])=[O:24]. Starting materials: COC(=O)C(N)Cc1ccc(-c2ccccc2)cc1, Nc1ccc(I)cc1C(=O)O. The product is COC(=O)C(Cc1ccc(-c2ccccc2)cc1)NC(=O)c1cc(I)ccc1N. As a reaction SMILES: [CH3:1][O:2][C:3]([CH:4]([CH2:5][c:6]1[cH:7][cH:8][c:9](-[c:12]2[cH:13][cH:14][cH:15][cH:16][cH:17]2)[cH:10][cH:11]1)[NH2:18])=[O:19].[I:20][c:21]1[cH:22][cH:23][c:24]([NH2:30])[c:25]([C:26](=[O:27])[OH:28])[cH:29]1>>[CH3:1][O:2][C:3]([CH:4]([CH2:5][c:6]1[cH:7][cH:8][c:9](-[c:12]2[cH:13][cH:14][cH:15][cH:16][cH:17]2)[cH:10][cH:11]1)[NH:18][C:26]([c:25]1[c:24]([NH2:30])[cH:23][cH:22][c:21]([I:20])[cH:29]1)=[O:27])=[O:19].